Dataset: the Open Reaction Database (ORD), a public repository of structured organic reaction records. Task: describe an organic reaction: reactants, conditions, products, and yield Yields the product COc1c(CO)cccc1OCc1c(C)cccc1C. Starting materials: [Al+3], C1CCOC1, COc1c(C=O)cccc1OCc1c(C)cccc1C, [H-], [H-], [H-], [H-], [Li+]. Reaction SMILES: [Al+3:22].[CH2:27]1[O:28][CH2:29][CH2:30][CH2:31]1.[CH3:1][c:2]1[c:3]([CH2:4][O:5][c:6]2[c:7]([O:14][CH3:15])[c:8]([CH:9]=[O:10])[cH:11][cH:12][cH:13]2)[c:16]([CH3:20])[cH:17][cH:18][cH:19]1.[H-:21].[H-:24].[H-:25].[H-:26].[Li+:23]>>[CH3:1][c:2]1[c:3]([CH2:4][O:5][c:6]2[c:7]([O:14][CH3:15])[c:8]([CH2:9][OH:10])[cH:11][cH:12][cH:13]2)[c:16]([CH3:20])[cH:17][cH:18][cH:19]1. Reactants: ClCCCl, ClCCl, NCCc1ccc(CO)cc1, Cc1ccc(S(=O)(=O)N2C=CNC(=O)C2CC(=O)O)cc1, CN(C)C=O, On1nnc2ccccc21. The product is Cc1ccc(S(=O)(=O)N2C=CNC(=O)C2CC(=O)NCCc2ccc(CO)cc2)cc1. As a reaction SMILES: [CH2:22]([Cl:23])[CH2:24][Cl:25].[Cl:47][CH2:48][Cl:49].[NH2:36][CH2:37][CH2:38][c:39]1[cH:40][cH:41][c:42]([CH2:45][OH:46])[cH:43][cH:44]1.[O:1]=[C:2]1[CH:3]([CH2:18][C:19](=[O:20])[OH:21])[N:4]([S:8](=[O:9])(=[O:10])[c:11]2[cH:12][cH:13][c:14]([CH3:17])[cH:15][cH:16]2)[CH:5]=[CH:6][NH:7]1.[O:50]=[CH:51][N:52]([CH3:53])[CH3:54].[OH:26][n:27]1[c:28]2[c:29]([cH:30][cH:31][cH:32][cH:33]2)[n:34][n:35]1>>[O:1]=[C:2]1[CH:3]([CH2:18][C:19](=[O:20])[NH:36][CH2:37][CH2:38][c:39]2[cH:40][cH:41][c:42]([CH2:45][OH:46])[cH:43][cH:44]2)[N:4]([S:8](=[O:9])(=[O:10])[c:11]2[cH:12][cH:13][c:14]([CH3:17])[cH:15][cH:16]2)[CH:5]=[CH:6][NH:7]1.